Dataset: the Open Reaction Database (ORD), a public repository of structured organic reaction records. Task: describe an organic reaction: reactants, conditions, products, and yield The reactants are C(C)(=O)SCC(C(=O)N1[C@H](C(=O)O)CCC1)CC(=O)OC (N-[3-(acetylthio)-2-(methoxycarbonylmethyl)propanoyl]-L-proline), C(C)(=O)O (acetic acid), [H][H] (hydrogen). Solvent: CO (methanol), [OH-].[Na+] (sodium hydroxide). Run at time 4 hour. Yields the product C(=O)(O)CC(C(=O)N1[C@H](C(=O)O)CCC1)CS (N-[2-Carboxymethyl-3-mercaptopropanoyl]-L-proline). As a reaction SMILES: C([S:4][CH2:5][CH:6]([CH2:17][C:18]([O:20]C)=[O:19])[C:7]([N:9]1[CH2:16][CH2:15][CH2:14][C@H:10]1[C:11]([OH:13])=[O:12])=[O:8])(=O)C.[H][H].C(O)(=O)C>CO.[OH-].[Na+]>[C:18]([CH2:17][CH:6]([CH2:5][SH:4])[C:7]([N:9]1[CH2:16][CH2:15][CH2:14][C@H:10]1[C:11]([OH:13])=[O:12])=[O:8])([OH:20])=[O:19] |f:4.5|. Procedure details: To a solution of the product from Example 81 (3.0 g.) in methanol (60 ml.), 1N sodium hydroxide (60 ml.) is added. After 4 hours, the solution is applied to a column of Dowex 50 ion exchange resin in the hydrogen cycle, and the desired material is eluted with water to yield 2.3 g. of the named product Rf : 0.2 (silica gel-benzene:acetic acid, 75:25). Starting materials: BrC1C=CCCCC1 (3-Bromocycloheptene), C1(CCC(N1)=O)=O.[Na] (sodium succinimide), C1(CCC(N1)=O)=O (succinimide), [H-].[Na+] (sodium hydride). The solvent is O (water), CN(C)C=O (DMF). Conditions: time 24 hour. Product: C1(C=CCCCC1)N1C(CCC1=O)=O (N-(2-cycloheptenyl)succinimide). As a reaction SMILES: Br[CH:2]1[CH2:8][CH2:7][CH2:6][CH2:5][CH:4]=[CH:3]1.[C:9]1(=[O:15])[NH:13][C:12](=[O:14])[CH2:11][CH2:10]1.[Na].C1(=O)NC(=O)CC1.[H-].[Na+]>O.CN(C=O)C>[CH:2]1([N:13]2[C:9](=[O:15])[CH2:10][CH2:11][C:12]2=[O:14])[CH2:8][CH2:7][CH2:6][CH2:5][CH:4]=[CH:3]1 |f:1.2,4.5,^1:15|. Procedure: 3-Bromocycloheptene (1.75 g) was added dropwise at room temperature to a DMF suspension (10 ml) of sodium succinimide prepared from succinimide (0.99 g) and 60% sodium hydride (0.40 g). This mixture was stirred at room temperature for 24 hours, poured into water (10 ml) and extracted with ether. The oily product obtained by concentration was purified by chromatography on silica gel to obtain 0.09 g of N-(2-cycloheptenyl)succinimide [Compound (214)]. The reactants are CCO, Cl, NO, CS(=O)(=O)c1ccc(C(=O)CCCCCCn2ccnc2)cc1, O. Yields the product CS(=O)(=O)c1ccc(C(CCCCCCn2ccnc2)=NO)cc1. RXN SMILES: [CH3:24][CH2:25][OH:26].[ClH:27].[NH2:28][OH:29].[O:1]=[C:2]([CH2:3][CH2:4][CH2:5][CH2:6][CH2:7][CH2:8][n:9]1[cH:10][n:11][cH:12][cH:13]1)[c:14]1[cH:15][cH:16][c:17]([S:20](=[O:21])(=[O:22])[CH3:23])[cH:18][cH:19]1.[OH2:30]>>[C:2]([CH2:3][CH2:4][CH2:5][CH2:6][CH2:7][CH2:8][n:9]1[cH:10][n:11][cH:12][cH:13]1)([c:14]1[cH:15][cH:16][c:17]([S:20](=[O:21])(=[O:22])[CH3:23])[cH:18][cH:19]1)=[N:28][OH:29].